This data is from the Open Reaction Database (ORD), a public repository of structured organic reaction records. The task is: describe an organic reaction: reactants, conditions, products, and yield Reactants: CC(=O)OC(C)=O, O=CO, Nc1ncc(CC(=O)O)s1. The product is O=CNc1ncc(CC(=O)O)s1. RXN SMILES: [CH3:1][C:2](=[O:3])[O:4][C:5](=[O:6])[CH3:7].[CH:18]([OH:19])=[O:20].[NH2:8][c:9]1[s:10][c:11]([CH2:14][C:15](=[O:16])[OH:17])[cH:12][n:13]1>>[CH:2](=[O:3])[NH:8][c:9]1[s:10][c:11]([CH2:14][C:15](=[O:16])[OH:17])[cH:12][n:13]1. The reactants are BrC1=CC(=C(C(=C1)C)C1C(C=CC1=O)O)C (5-(4-bromo-2,6-dimethylphenyl)-4-hydroxycyclopent-2-enone), CC(=O)C.OS(=O)(=O)O.O=[Cr](=O)=O (Jones reagent). Run in CC(=O)C (acetone). Run at time 2 hour. Yields the product BrC1=CC(=C(C(=C1)C)C1C(C=CC1=O)=O)C (2-(4-bromo-2,6-dimethylphenyl)cyclopent-4-ene-1,3-dione). Isolated yield 94.8%. As a reaction SMILES: [Br:1][C:2]1[CH:7]=[C:6]([CH3:8])[C:5]([CH:9]2[C:13](=[O:14])[CH:12]=[CH:11][CH:10]2[OH:15])=[C:4]([CH3:16])[CH:3]=1.CC(C)=O.OS(O)(=O)=O.O=[Cr](=O)=O>CC(C)=O>[Br:1][C:2]1[CH:3]=[C:4]([CH3:16])[C:5]([CH:9]2[C:13](=[O:14])[CH:12]=[CH:11][C:10]2=[O:15])=[C:6]([CH3:8])[CH:7]=1 |f:1.2.3|. Procedure: To a solution of 5-(4-bromo-2,6-dimethylphenyl)-4-hydroxycyclopent-2-enone (18.33 g. 65 mmol) in acetone (200 ml) at 0° C. is added, dropwise, a solution of Jones reagent (1.67 M, 39 ml, 65 mmol) and the resulting yellow solution is stirred at 0° C. for 90 minutes. The reaction is quenched by the addition of propan-2-ol (1 ml) and stirred for a further 2 hours. Brine (300 ml) is added and the reaction is extracted with ethyl acetate (3×250 ml). The organic extracts are combined, washed with brin... Starting materials: acetate salt, COC1=CC=C(C=C1)C=1NC2=C(N1)C=CC=C2C(=O)[O-] (2-(4′-methoxy-phenyl)benzimidazole-4-carboxylate), N (ammonia), N (ammonia). Run at temperature 100 celsius. Yields the product COC1=CC=C(C=C1)C=1NC2=C(N1)C=CC=C2C(=O)N (2- (4′-Methoxyphenyl)benzimidazole-4-carboxamide). The yield is 80.0%. Reaction SMILES: [CH3:1][O:2][C:3]1[CH:8]=[CH:7][C:6]([C:9]2[NH:10][C:11]3[C:17]([C:18]([O-:20])=O)=[CH:16][CH:15]=[CH:14][C:12]=3[N:13]=2)=[CH:5][CH:4]=1.[NH3:21]>>[CH3:1][O:2][C:3]1[CH:8]=[CH:7][C:6]([C:9]2[NH:10][C:11]3[C:17]([C:18]([NH2:21])=[O:20])=[CH:16][CH:15]=[CH:14][C:12]=3[N:13]=2)=[CH:5][CH:4]=1. Procedure details: The acetate salt of methyl (2-(4′-methoxy-phenyl)benzimidazole-4-carboxylate was dissolved in excess liquid ammonia and heated at 100° C. in a sealed pressure vessel at 40 atmospheres overnight. The ammonia was allowed to evaporate, and the solid residue was collected and washed with ice cold water (3×5 ml). Recrystallisation from aqueous methanol afforded the title compound (226.4 mg, 80%); mp 261-263° C.; Found: C, 66.07; H, 4.23; N, 15.29. C15H13N3O2. 0.2CH3OH requires C, 66.70; H, 5.08; N, 1... RXN SMILES: [C:1]([NH2:2])(=[O:3])[c:4]1[cH:5][cH:6][c:7](-[c:10]2[cH:11][c:12]([CH2:18][NH:19][CH:20]3[CH2:21][CH2:22][CH:23]([N:26]([C:27]([O:28][C:29]([CH3:30])([CH3:31])[CH3:32])=[O:33])[CH3:34])[CH2:24][CH2:25]3)[c:13]([O:16][CH3:17])[cH:14][cH:15]2)[cH:8][cH:9]1.[Cl:35][c:36]1[c:37]2[c:38]([s:39][c:40]1[C:41](=[O:42])[Cl:43])[cH:44][cH:45][cH:46][cH:47]2>>[C:1]([NH2:2])(=[O:3])[c:4]1[cH:5][cH:6][c:7](-[c:10]2[cH:11][c:12]([CH2:18][N:19]([CH:20]3[CH2:21][CH2:22][CH:23]([N:26]([C:27]([O:28][C:29]([CH3:30])([CH3:31])[CH3:32])=[O:33])[CH3:34])[CH2:24][CH2:25]3)[C:41]([c:40]3[c:36]([Cl:35])[c:37]4[c:38]([s:39]3)[cH:44][cH:45][cH:46][cH:47]4)=[O:42])[c:13]([O:16][CH3:17])[cH:14][cH:15]2)[cH:8][cH:9]1. Product: COc1ccc(-c2ccc(C(N)=O)cc2)cc1CN(C(=O)c1sc2ccccc2c1Cl)C1CCC(N(C)C(=O)OC(C)(C)C)CC1. Reactants: COc1ccc(-c2ccc(C(N)=O)cc2)cc1CNC1CCC(N(C)C(=O)OC(C)(C)C)CC1, O=C(Cl)c1sc2ccccc2c1Cl. The reactants are F[B-](F)(F)F, CCN(C(C)C)C(C)C, Cc1ccccc1C1(O)CNC(C)C1, COc1ccc(-c2nocc2C(=O)O)cc1Cl, CN(C)C=O, CN(C)C(On1nnc2ccccc21)=[N+](C)C. Reaction SMILES: [B-:27]([F:28])([F:29])([F:30])[F:31].[CH2:18]([N:19]([CH:20]([CH3:21])[CH3:22])[CH:23]([CH3:24])[CH3:25])[CH3:26].[CH3:49][CH:50]1[CH2:51][C:52]([OH:55])([c:56]2[c:57]([CH3:62])[cH:58][cH:59][cH:60][cH:61]2)[CH2:53][NH:54]1.[Cl:1][c:2]1[cH:3][c:4](-[c:10]2[n:11][o:12][cH:13][c:14]2[C:15](=[O:16])[OH:17])[cH:5][cH:6][c:7]1[O:8][CH3:9].[O:63]=[CH:64][N:65]([CH3:66])[CH3:67].[n:32]1([O:33][C:34]([N:35]([CH3:36])[CH3:37])=[N+:38]([CH3:39])[CH3:40])[c:41]2[cH:42][cH:43][cH:44][cH:45][c:46]2[n:47][n:48]1>>[Cl:1][c:2]1[cH:3][c:4](-[c:10]2[n:11][o:12][cH:13][c:14]2[C:15](=[O:17])[N:54]2[CH:50]([CH3:49])[CH2:51][C:52]([OH:55])([c:56]3[c:57]([CH3:62])[cH:58][cH:59][cH:60][cH:61]3)[CH2:53]2)[cH:5][cH:6][c:7]1[O:8][CH3:9]. Yields the product COc1ccc(-c2nocc2C(=O)N2CC(O)(c3ccccc3C)CC2C)cc1Cl.